Dataset: the Open Reaction Database (ORD), a public repository of structured organic reaction records. Task: describe an organic reaction: reactants, conditions, products, and yield The reactants are Cl (Hydrochloric acid), C(C1=CC=CC=C1)(C1=CC=CC=C1)=NC1=CC(=CC=2C=COC21)C (Benzhydrylidene(5-methylbenzofuran-7-yl)amine), [OH-].[Na+] (sodium hydroxide). Run in C1CCOC1 (THF). Conditions: time 2 hour. Product: CC=1C=C(C2=C(C=CO2)C1)N (5-methylbenzofuran-7-ylamine). Isolated yield 2980.1%. Reaction SMILES: C(=[N:14][C:15]1[C:23]2[O:22][CH:21]=[CH:20][C:19]=2[CH:18]=[C:17]([CH3:24])[CH:16]=1)(C1C=CC=CC=1)C1C=CC=CC=1.Cl.[OH-].[Na+]>C1COCC1>[CH3:24][C:17]1[CH:16]=[C:15]([NH2:14])[C:23]2[O:22][CH:21]=[CH:20][C:19]=2[CH:18]=1 |f:2.3|. Reported procedure: Benzhydrylidene(5-methylbenzofuran-7-yl)amine (17.9 g, 0.57 mmol) was dissolved in THF (150 ml). 5N Hydrochloric acid (50 ml) was added thereto, followed by stirring at room temperature for 2 hours. A 5N aqueous sodium hydroxide solution (40 ml) was added to the reaction mixture, followed by extraction using ethyl acetate. The extract was sequentially washed with an aqueous saturated sodium hydrogen solution and an aqueous saturated sodium chloride solution. The organic layer was dried over magn... Reactants: [Br-], C1CCOC1, C[O-], [Na+], Cc1c(C)c2c(c(C=O)c1O)CCC1(CCC1)O2, c1ccc([P+](Cc2ccc3ccccc3n2)(c2ccccc2)c2ccccc2)cc1. The product is Cc1c(C)c2c(c(C=Cc3ccc4ccccc4n3)c1O)CCC1(CCC1)O2. As a reaction SMILES: [Br-:1].[CH2:53]1[O:54][CH2:55][CH2:56][CH2:57]1.[CH3:32][O-:33].[Na+:34].[OH:35][c:36]1[c:37]([CH:51]=[O:52])[c:38]2[c:43]([c:44]([CH3:47])[c:45]1[CH3:46])[O:42][C:41]1([CH2:40][CH2:39]2)[CH2:48][CH2:49][CH2:50]1.[c:2]1([P+:3]([c:4]2[cH:5][cH:6][cH:7][cH:8][cH:20]2)([CH2:9][c:10]2[n:11][c:12]3[cH:13][cH:14][cH:15][cH:16][c:17]3[cH:18][cH:19]2)[c:21]2[cH:22][cH:23][cH:24][cH:25][cH:26]2)[cH:27][cH:28][cH:29][cH:30][cH:31]1>>[CH:9]([c:10]1[n:11][c:12]2[cH:13][cH:14][cH:15][cH:16][c:17]2[cH:18][cH:19]1)=[CH:51][c:37]1[c:36]([OH:35])[c:45]([CH3:46])[c:44]([CH3:47])[c:43]2[c:38]1[CH2:39][CH2:40][C:41]1([O:42]2)[CH2:48][CH2:49][CH2:50]1. The reactants are CCOC(C)=O, CO, [OH-], [OH-], [Pd+2], O=C(Nc1ccccc1)OCC1CCC(CN(Cc2ccccc2)S(=O)(=O)NC(=O)c2cc(C(F)(F)F)cc(C(F)(F)F)c2)CC1. The product is O=C(Nc1ccccc1)OCC1CCC(CNS(=O)(=O)NC(=O)c2cc(C(F)(F)F)cc(C(F)(F)F)c2)CC1. As a reaction SMILES: [C:47]([O:48][CH2:49][CH3:50])(=[O:51])[CH3:52].[CH3:53][OH:54].[OH-:55].[OH-:57].[Pd+2:56].[c:1]1([NH:7][C:8]([O:9][CH2:10][CH:11]2[CH2:12][CH2:13][CH:14]([CH2:17][N:18]([S:19](=[O:20])(=[O:21])[NH:22][C:23]([c:24]3[cH:25][c:26]([C:34]([F:35])([F:36])[F:37])[cH:27][c:28]([C:30]([F:31])([F:32])[F:33])[cH:29]3)=[O:38])[CH2:39][c:40]3[cH:41][cH:42][cH:43][cH:44][cH:45]3)[CH2:15][CH2:16]2)=[O:46])[cH:2][cH:3][cH:4][cH:5][cH:6]1>>[c:1]1([NH:7][C:8]([O:9][CH2:10][CH:11]2[CH2:12][CH2:13][CH:14]([CH2:17][NH:18][S:19](=[O:20])(=[O:21])[NH:22][C:23]([c:24]3[cH:25][c:26]([C:34]([F:35])([F:36])[F:37])[cH:27][c:28]([C:30]([F:31])([F:32])[F:33])[cH:29]3)=[O:38])[CH2:15][CH2:16]2)=[O:46])[cH:2][cH:3][cH:4][cH:5][cH:6]1. Starting materials: ClC1=NC=CC(=C1)C1=CC(=NC=C1)Cl (2,2′-dichloro-[4,4′]-bipyridinyl), NC(COC)C (2-amino-1-methoxypropane), CC(C)([O-])C.[Na+] (sodium tert-butoxide), CC1(C2=C(C(=CC=C2)P(C3=CC=CC=C3)C4=CC=CC=C4)OC5=C(C=CC=C51)P(C6=CC=CC=C6)C7=CC=CC=C7)C (Xantphos). Reagents/catalysts: C=1C=CC(=CC1)/C=C/C(=O)/C=C/C2=CC=CC=C2.C=1C=CC(=CC1)/C=C/C(=O)/C=C/C2=CC=CC=C2.C=1C=CC(=CC1)/C=C/C(=O)/C=C/C2=CC=CC=C2.[Pd].[Pd] (Pd2(dba)3). Run in C1(=CC=CC=C1)C (toluene). Conditions: time 10 minute. Product: ClC1=NC=CC(=C1)C1=CC(=NC=C1)NC(COC)C ((2′-Chloro-[4,4′]bipyridinyl-2-yl)-(2-methoxy-1-methyl-ethyl)-amine). As a reaction SMILES: CC1(C)C2C(=C(P(C3C=CC=CC=3)C3C=CC=CC=3)C=CC=2)OC2C(P(C3C=CC=CC=3)C3C=CC=CC=3)=CC=CC1=2.Cl[C:44]1[CH:49]=[C:48]([C:50]2[CH:55]=[CH:54][N:53]=[C:52]([Cl:56])[CH:51]=2)[CH:47]=[CH:46][N:45]=1.[NH2:57][CH:58]([CH3:62])[CH2:59][O:60][CH3:61].CC(C)([O-])C.[Na+]>C1(C)C=CC=CC=1.C1C=CC(/C=C/C(/C=C/C2C=CC=CC=2)=O)=CC=1.C1C=CC(/C=C/C(/C=C/C2C=CC=CC=2)=O)=CC=1.C1C=CC(/C=C/C(/C=C/C2C=CC=CC=2)=O)=CC=1.[Pd].[Pd]>[Cl:56][C:52]1[CH:51]=[C:50]([C:48]2[CH:47]=[CH:46][N:45]=[C:44]([NH:57][CH:58]([CH3:62])[CH2:59][O:60][CH3:61])[CH:49]=2)[CH:55]=[CH:54][N:53]=1 |f:3.4,6.7.8.9.10|. Procedure: Xantphos (32 mg), and Pd2(dba)3 (25 mg) were suspended in toluene (8 ml) and stirred under argon for 10 mins, then 2,2′-dichloro-[4,4′]-bipyridinyl (250 mg), 2-amino-1-methoxypropane (0.117 ml) and sodium tert-butoxide (150 mg) were added. The mixture stirred at 60° C. for 6 hours then cooled to room temp, poured onto water and extracted with ethyl acetate, dried over Na2SO4 and concentrated under reduced pressure. The residue was purified by passing the crude mixture down Kieselgel using a grad... Starting materials: C(C)OC(=O)[C@@H]1CN(CC[C@@H]1N)CCOC1=NC2=CC(=CC=C2N=C1)OC ((3R,4S)-4-amino1-[2-(7-methoxy-quinoxalin-2-yloxy)-ethyl]-piperidine-3-carboxylic acid ethyl ester), O=C1CSC2=C(N1)C=C(C=C2)C(=O)O (3-oxo-3,4-dihydro-2H-benzo[1,4]thiazine-6-carboxylic acid). Yields the product oil, C(C)OC(=O)[C@@H]1CN(CC[C@@H]1NC(=O)C=1C=CC2=C(NC(CS2)=O)C1)CCOC1=NC2=CC(=CC=C2N=C1)OC ((3R,4S)-1-[2-(7-methoxy-quinoxalin-2-yloxy)-ethyl]-4-[(3-oxo-3,4-dihydro-2H-benzo[1,4]thiazine-6-carbonyl)-amino]-piperidine-3-carboxylic acid ethyl ester). The yield is 71.0%. RXN SMILES: [CH2:1]([O:3][C:4]([C@H:6]1[C@@H:11]([NH2:12])[CH2:10][CH2:9][N:8]([CH2:13][CH2:14][O:15][C:16]2[CH:25]=[N:24][C:23]3[C:18](=[CH:19][C:20]([O:26][CH3:27])=[CH:21][CH:22]=3)[N:17]=2)[CH2:7]1)=[O:5])[CH3:2].[O:28]=[C:29]1[NH:34][C:33]2[CH:35]=[C:36]([C:39](O)=[O:40])[CH:37]=[CH:38][C:32]=2[S:31][CH2:30]1>>[CH2:1]([O:3][C:4]([C@H:6]1[C@@H:11]([NH:12][C:39]([C:36]2[CH:37]=[CH:38][C:32]3[S:31][CH2:30][C:29](=[O:28])[NH:34][C:33]=3[CH:35]=2)=[O:40])[CH2:10][CH2:9][N:8]([CH2:13][CH2:14][O:15][C:16]2[CH:25]=[N:24][C:23]3[C:18](=[CH:19][C:20]([O:26][CH3:27])=[CH:21][CH:22]=3)[N:17]=2)[CH2:7]1)=[O:5])[CH3:2]. Reported procedure: The title compound is prepared as a yellow oil (135 mg, 71% yield) following Scheme 1 and in analogy to Example 1 using (3R,4S)-4-amino1-[2-(7-methoxy-quinoxalin-2-yloxy)-ethyl]-piperidine-3-carboxylic acid ethyl ester and 3-oxo-3,4-dihydro-2H-benzo[1,4]thiazine-6-carboxylic acid as starting materials. As a reaction SMILES: [C:21](=[O:22])([O-:23])[O-:24].[C:27]([O:28][CH2:29][CH2:30][CH2:31][CH3:32])(=[O:33])[CH3:34].[Cl:1][CH2:2][C:3](=[O:4])[N:5]([CH3:6])[CH2:7][CH:8]([O:9][CH3:10])[O:11][CH3:12].[K+:25].[K+:26].[NH2:13][CH:14]1[CH2:15][CH2:16][CH:17]([OH:20])[CH2:18][CH2:19]1>>[CH2:2]([C:3](=[O:4])[N:5]([CH3:6])[CH2:7][CH:8]([O:9][CH3:10])[O:11][CH3:12])[NH:13][CH:14]1[CH2:15][CH2:16][CH:17]([OH:20])[CH2:18][CH2:19]1. The product is COC(CN(C)C(=O)CNC1CCC(O)CC1)OC. Starting materials: O=C([O-])[O-], CCCCOC(C)=O, COC(CN(C)C(=O)CCl)OC, [K+], [K+], NC1CCC(O)CC1.